This data is from the Open Reaction Database (ORD), a public repository of structured organic reaction records. The task is: describe an organic reaction: reactants, conditions, products, and yield Starting materials: CC(C)(C)OC(=O)NC1CCC(O)CC1, C1CCOC1, COC(=O)c1ccc(OCCF)cc1O, CCOC(=O)N=NC(=O)OCC, c1ccc(P(c2ccccc2)c2ccccc2)cc1. Yields the product COC(=O)c1ccc(OCCF)cc1OC1CCC(NC(=O)OC(C)(C)C)CC1. RXN SMILES: [C:16]([CH3:17])([CH3:18])([CH3:19])[O:20][C:21](=[O:22])[NH:23][CH:24]1[CH2:25][CH2:26][CH:27]([OH:30])[CH2:28][CH2:29]1.[CH2:62]1[O:63][CH2:64][CH2:65][CH2:66]1.[F:1][CH2:2][CH2:3][O:4][c:5]1[cH:6][c:7]([OH:15])[c:8]([C:9](=[O:10])[O:11][CH3:12])[cH:13][cH:14]1.[O:50]=[C:51]([O:52][CH2:53][CH3:54])[N:55]=[N:56][C:57]([O:58][CH2:59][CH3:60])=[O:61].[c:31]1([P:32]([c:33]2[cH:34][cH:35][cH:36][cH:37][cH:38]2)[c:39]2[cH:40][cH:41][cH:42][cH:43][cH:44]2)[cH:45][cH:46][cH:47][cH:48][cH:49]1>>[F:1][CH2:2][CH2:3][O:4][c:5]1[cH:6][c:7]([O:15][CH:27]2[CH2:26][CH2:25][CH:24]([NH:23][C:21]([O:20][C:16]([CH3:17])([CH3:18])[CH3:19])=[O:22])[CH2:29][CH2:28]2)[c:8]([C:9](=[O:10])[O:11][CH3:12])[cH:13][cH:14]1. The reactants are COC(=O)C=1C(=C2C=C(C(N(C2=C(N1)Br)C1=CC=CC=C1)=O)C1=CC=CC=C1)O (8-bromo-5-hydroxy-2-oxo-1,3-diphenyl-1,2-dihydro-[1,7]naphthyridine-6-carboxylic acid methyl ester), C(CCC)[Sn](C=1C=NC=CC1)(CCCC)CCCC (3-tributylstannanyl-pyridine), CCOC(=O)C (EtOAc), Cl (HCl). The reagents and catalysts are Cl[Pd]([P](C1=CC=CC=C1)(C2=CC=CC=C2)C3=CC=CC=C3)([P](C4=CC=CC=C4)(C5=CC=CC=C5)C6=CC=CC=C6)Cl (PdCl2(PPh3)2). Solvent: CN(C)C=O (DMF), [Cl-].[Na+].O (brine). Run at temperature 120 celsius. Product: COC(=O)C=1C(=C2C=C(C(N(C2=C(N1)C=1C=NC=CC1)C1=CC=CC=C1)=O)C1=CC=CC=C1)O (5-Hydroxy-2-oxo-1,3-diphenyl-8-pyridin-3-yl-1,2-dihydro-[1,7]naphthyridine-6-carboxylic acid methyl ester). Yield: 58.2%. RXN SMILES: [CH3:1][O:2][C:3]([C:5]1[C:6]([OH:29])=[C:7]2[C:12](=[C:13](Br)[N:14]=1)[N:11]([C:16]1[CH:21]=[CH:20][CH:19]=[CH:18][CH:17]=1)[C:10](=[O:22])[C:9]([C:23]1[CH:28]=[CH:27][CH:26]=[CH:25][CH:24]=1)=[CH:8]2)=[O:4].C([Sn](CCCC)(CCCC)[C:35]1[CH:36]=[N:37][CH:38]=[CH:39][CH:40]=1)CCC.CCOC(C)=O.Cl>CN(C=O)C.[Cl-].[Na+].O.Cl[Pd](Cl)([P](C1C=CC=CC=1)(C1C=CC=CC=1)C1C=CC=CC=1)[P](C1C=CC=CC=1)(C1C=CC=CC=1)C1C=CC=CC=1>[CH3:1][O:2][C:3]([C:5]1[C:6]([OH:29])=[C:7]2[C:12](=[C:13]([C:35]3[CH:36]=[N:37][CH:38]=[CH:39][CH:40]=3)[N:14]=1)[N:11]([C:16]1[CH:21]=[CH:20][CH:19]=[CH:18][CH:17]=1)[C:10](=[O:22])[C:9]([C:23]1[CH:28]=[CH:27][CH:26]=[CH:25][CH:24]=1)=[CH:8]2)=[O:4] |f:5.6.7,^1:66,85|. Reported procedure: A mixture of 8-bromo-5-hydroxy-2-oxo-1,3-diphenyl-1,2-dihydro-[1,7]naphthyridine-6-carboxylic acid methyl ester (60 mg, 0.13 mmol), 3-tributylstannanyl-pyridine (0.064 mL, 0.20 mmol) and PdCl2(PPh3)2 (19 mg, 0.027 mmol) in 3 mL of DMF was heated at 120° C. for 2 h under nitrogen atmosphere. After the mixture was cooled to r.t., EtOAc and brine were added. 1 M HCl was added with stirring until pH was about 3-4. The aqueous layer was extracted with additional EtOAc, and the combined organic layer ... Starting materials: BrC1=CC=C(C=C1)C1=NSC2=C1C=CC(=C2)OCCCBr (3-(4-Bromo-phenyl)-6-(3-bromo-propoxy)-benzo[d]isothiazole), N1CCCC1 (pyrrolidine). Yields the product BrC1=CC=C(C=C1)C1=NSC2=C1C=CC(=C2)OCCCN2CCCC2 (3-(4-Bromo-phenyl)-6-(3-pyrrolidin-1-yl-propoxy)-benzo[d]isothiazole). As a reaction SMILES: [Br:1][C:2]1[CH:7]=[CH:6][C:5]([C:8]2[C:12]3[CH:13]=[CH:14][C:15]([O:17][CH2:18][CH2:19][CH2:20]Br)=[CH:16][C:11]=3[S:10][N:9]=2)=[CH:4][CH:3]=1.[NH:22]1[CH2:26][CH2:25][CH2:24][CH2:23]1>>[Br:1][C:2]1[CH:7]=[CH:6][C:5]([C:8]2[C:12]3[CH:13]=[CH:14][C:15]([O:17][CH2:18][CH2:19][CH2:20][N:22]4[CH2:26][CH2:25][CH2:24][CH2:23]4)=[CH:16][C:11]=3[S:10][N:9]=2)=[CH:4][CH:3]=1. Procedure details: According to the method in example 4, 3-(4-Bromo-phenyl)-6-(3-bromo-propoxy)-benzo[d]isothiazole and pyrrolidine were converted to yield 3-(4-Bromo-phenyl)-6-(3-pyrrolidin-1-yl-propoxy)-benzo[d]isothiazole, MS: 418 (MH+, 1Br). The reactants are CNC1=CC=C(C=C1)F, COC(=O)C1=CC(=NC=C1)Br. Reagents/catalysts: C(=O)([O-])[O-].[Cs+].[Cs+], C1CCC(CC1)P(C2CCCCC2)C3=CC=CC=C3C4=CC=CC=C4, C1=CC=C(C=C1)/C=C/C(=O)/C=C/C2=CC=CC=C2.C1=CC=C(C=C1)/C=C/C(=O)/C=C/C2=CC=CC=C2.C1=CC=C(C=C1)/C=C/C(=O)/C=C/C2=CC=CC=C2.[Pd].[Pd]. Solvent: CC1=CC=CC=C1. Reaction conditions: temperature 105 celsius. Product: CN(C1=CC=C(C=C1)F)C2=NC=CC(=C2)C(=O)OC. Isolated yield 0.0%. Reported procedure: In a 100 mL round-bottomed flask (t=g) was methyl 2-bromoisonicotinate (.5 g, 2.31 mmol), 4-fluoro-N-methylaniline (0.348 g, 2.78 mmol), and CS2CO3 (1.056 g, 3.24 mmol) in toluene (16 mL) to give a yellow suspension. Pd2dba3 (0.106 g, 0.12 mmol) and biphenyl-2-yldicyclohexylphosphine (0.122 g, 0.35 mmol) were added. Reaction was allowed to stir overnight. LC/MS in the morning revealed little product had formed. Something with mass 272 dominated.  Reaction was discarded. RXN SMILES: [C:1]([NH:9][CH:10]1[CH2:15][CH2:14][NH:13][CH2:12][CH2:11]1)(=[O:8])[C:2]1[CH:7]=[CH:6][CH:5]=[CH:4][CH:3]=1.[C:16](=[O:19])([O-])[O-].[K+].[K+].[CH:22](O)([CH3:24])[CH3:23]>>[C:1]([NH:9][CH:10]1[CH2:15][CH2:14][N:13]([CH2:23][CH2:22][C:24]2[CH:6]=[CH:7][C:2]([O:19][CH3:16])=[CH:3][CH:4]=2)[CH2:12][CH2:11]1)(=[O:8])[C:2]1[CH:3]=[CH:4][CH:5]=[CH:6][CH:7]=1 |f:1.2.3|. Reactants: 2-(p-Methoxyphenyl)ethanol p-toluenesulphonate ester, C(C1=CC=CC=C1)(=O)NC1CCNCC1 (4-benzamidopiperidine), C([O-])([O-])=O.[K+].[K+] (potassium carbonate), C(C)(C)O (isopropanol). Yields the product C(C1=CC=CC=C1)(=O)NC1CCN(CC1)CCC1=CC=C(C=C1)OC (4-Benzamido-1-[2-(p-methoxyphenyl)ethyl]piperidine). Procedure: 2-(p-Methoxyphenyl)ethanol p-toluenesulphonate ester (1.53 g.), 4-benzamidopiperidine (1.02 g.) and anhydrous potassium carbonate (1.10 g.) were refluxed in isopropanol (50 ml.) for 8 hours and the mixture worked up as in Example 48 to provide the title compound, which was further recrystallized from ethyl acetate as colourless needles (0.78 g.), m.p. 178° C. (Found: C, 74.7; H, 7.9; N, 8.45. C21H26N2O2 requires C, 74.5; H, 7.7; N, 8.3%). Reactants: COc1ccc(C(=O)N2CCCC2=O)cc1OC(=O)c1ccccc1, C, CCOC(C)=O, [H][H], [Pd]. The product is COc1ccc(C(=O)N2CCCC2=O)cc1O. As a reaction SMILES: [C:1](=[O:2])([c:3]1[cH:4][cH:5][cH:6][cH:7][cH:8]1)[O:9][c:10]1[cH:11][c:12]([C:13](=[O:14])[N:15]2[C:16](=[O:20])[CH2:17][CH2:18][CH2:19]2)[cH:21][cH:22][c:23]1[O:24][CH3:25].[C:34].[CH3:26][CH2:27][O:28][C:29](=[O:30])[CH3:31].[H:32][H:33].[Pd:35]>>[OH:9][c:10]1[cH:11][c:12]([C:13](=[O:14])[N:15]2[C:16](=[O:20])[CH2:17][CH2:18][CH2:19]2)[cH:21][cH:22][c:23]1[O:24][CH3:25]. Reactants: CCc1ccc(COc2ccc(-c3nn(C)c(OC(F)F)c3Cl)c(F)c2)c(OC(C)C(=O)O)c1, ClCCl, CS(N)(=O)=O, [Cl-]. Product: CCc1ccc(COc2ccc(-c3nn(C)c(OC(F)F)c3Cl)c(F)c2)c(OC(C)C(=O)NS(C)(=O)=O)c1. RXN SMILES: [CH2:2]([CH3:3])[c:4]1[cH:5][cH:6][c:7]([CH2:16][O:17][c:18]2[cH:19][c:20]([F:35])[c:21](-[c:24]3[n:25][n:26]([CH3:34])[c:27]([O:30][CH:31]([F:32])[F:33])[c:28]3[Cl:29])[cH:22][cH:23]2)[c:8]([O:9][CH:10]([C:11](=[O:12])[OH:13])[CH3:14])[cH:15]1.[CH2:41]([Cl:42])[Cl:43].[CH3:36][S:37](=[O:38])(=[O:39])[NH2:40].[Cl-:1]>>[CH2:2]([CH3:3])[c:4]1[cH:5][cH:6][c:7]([CH2:16][O:17][c:18]2[cH:19][c:20]([F:35])[c:21](-[c:24]3[n:25][n:26]([CH3:34])[c:27]([O:30][CH:31]([F:32])[F:33])[c:28]3[Cl:29])[cH:22][cH:23]2)[c:8]([O:9][CH:10]([C:11](=[O:12])[NH:40][S:37]([CH3:36])(=[O:38])=[O:39])[CH3:14])[cH:15]1.